This data is from the Open Reaction Database (ORD), a public repository of structured organic reaction records. The task is: describe an organic reaction: reactants, conditions, products, and yield Reactants: C1COCCO1, COCCO, COc1cc(N2CCOCC2)ccc1Nc1nc(Cl)ncc1Cl, Cl, COc1c(N)ccc2c1CCCC(=O)N2. Product: COc1cc(N2CCOCC2)ccc1Nc1nc(Nc2ccc3c(c2OC)CCCC(=O)N3)ncc1Cl. As a reaction SMILES: [CH2:45]1[O:46][CH2:47][CH2:48][O:49][CH2:50]1.[CH3:40][O:41][CH2:42][CH2:43][OH:44].[Cl:16][c:17]1[n:18][cH:19][c:20]([Cl:38])[c:21]([NH:23][c:24]2[c:25]([O:36][CH3:37])[cH:26][c:27]([N:30]3[CH2:31][CH2:32][O:33][CH2:34][CH2:35]3)[cH:28][cH:29]2)[n:22]1.[ClH:39].[NH2:1][c:2]1[c:3]([O:14][CH3:15])[c:4]2[c:5]([cH:12][cH:13]1)[NH:6][C:7](=[O:11])[CH2:8][CH2:9][CH2:10]2>>[NH:1]([c:2]1[c:3]([O:14][CH3:15])[c:4]2[c:5]([cH:12][cH:13]1)[NH:6][C:7](=[O:11])[CH2:8][CH2:9][CH2:10]2)[c:17]1[n:18][cH:19][c:20]([Cl:38])[c:21]([NH:23][c:24]2[c:25]([O:36][CH3:37])[cH:26][c:27]([N:30]3[CH2:31][CH2:32][O:33][CH2:34][CH2:35]3)[cH:28][cH:29]2)[n:22]1. Reactants: CN(C)c1ccccc1, ClCCl, O=C(Cl)c1ccc(F)cc1F, Cc1cc2oc(=O)c(N)c(-c3ccccc3C)c2cc1Cl. The product is Cc1cc2oc(=O)c(NC(=O)c3ccc(F)cc3F)c(-c3ccccc3C)c2cc1Cl. Reaction SMILES: [CH3:22][N:23]([c:24]1[cH:25][cH:26][cH:27][cH:28][cH:29]1)[CH3:30].[Cl:42][CH2:43][Cl:44].[F:31][c:32]1[c:33]([C:34](=[O:35])[Cl:36])[cH:37][cH:38][c:39]([F:41])[cH:40]1.[NH2:1][c:2]1[c:3](=[O:21])[o:4][c:5]2[c:6]([c:7]1-[c:8]1[c:9]([CH3:14])[cH:10][cH:11][cH:12][cH:13]1)[cH:15][c:16]([Cl:20])[c:17]([CH3:19])[cH:18]2>>[NH:1]([c:2]1[c:3](=[O:21])[o:4][c:5]2[c:6]([c:7]1-[c:8]1[c:9]([CH3:14])[cH:10][cH:11][cH:12][cH:13]1)[cH:15][c:16]([Cl:20])[c:17]([CH3:19])[cH:18]2)[C:34]([c:33]1[c:32]([F:31])[cH:40][c:39]([F:41])[cH:38][cH:37]1)=[O:35]. The reactants are C(CCC#C)O (pent-4-yn-1-ol), NC1=NC(C(N1C)=O)(C1=CC=C(C=C1)OC(F)F)C1=CC(=CC=C1)Br (2-amino-5-(3-bromophenyl)-5-[4-(difluoromethoxy)phenyl]-3-methyl-3,5-dihydro-4H-imidazol-4-one), C(C)(C)(C)P(C(C)(C)C)C(C)(C)C (tri-tert-butyl phosphine), C(C)(C)NC(C)C (diisopropyl amine). The reagents and catalysts are C1=CC=C(C=C1)C#N.C1=CC=C(C=C1)C#N.Cl[Pd]Cl (bis(benzonitrile)dichloropalladium(II)). The solvent is O1CCOCC1 (dioxane), O (water). Run at temperature 80 celsius, time 5 hour. The product is NC1=NC(C(N1C)=O)(C1=CC(=CC=C1)C#CCCCO)C1=CC=C(C=C1)OC(F)F (2-Amino-5-[4-(difluoromethoxy)phenyl]-5-[3-(5-hydroxypent-1-yn-1-yl)phenyl]-3-methyl-3,5-dihydro-4H-imidazol-4-one). Yield: 73.3%. RXN SMILES: [NH2:1][C:2]1[N:6]([CH3:7])[C:5](=[O:8])[C:4]([C:19]2[CH:24]=[CH:23][CH:22]=[C:21](Br)[CH:20]=2)([C:9]2[CH:14]=[CH:13][C:12]([O:15][CH:16]([F:18])[F:17])=[CH:11][CH:10]=2)[N:3]=1.C(P(C(C)(C)C)C(C)(C)C)(C)(C)C.C(NC(C)C)(C)C.[CH2:46]([OH:51])[CH2:47][CH2:48][C:49]#[CH:50]>C1C=CC(C#N)=CC=1.C1C=CC(C#N)=CC=1.Cl[Pd]Cl.O.O1CCOCC1>[NH2:1][C:2]1[N:6]([CH3:7])[C:5](=[O:8])[C:4]([C:9]2[CH:14]=[CH:13][C:12]([O:15][CH:16]([F:18])[F:17])=[CH:11][CH:10]=2)([C:19]2[CH:24]=[CH:23][CH:22]=[C:21]([C:50]#[C:49][CH2:48][CH2:47][CH2:46][OH:51])[CH:20]=2)[N:3]=1 |f:4.5.6|. Procedure details: A mixture of 2-amino-5-(3-bromophenyl)-5-[4-(difluoromethoxy)phenyl]-3-methyl-3,5-dihydro-4H-imidazol-4-one (1.15 g, 2.8 mmol), dioxane, bis(benzonitrile)dichloropalladium(II) (32.2 mg, 0.084 mmol), tri-tert-butyl phosphine (10% w/w in hexane, 339 mg, 0.17 mmol) and diisopropyl amine (340 mg, 3.36 mmol) was degassed under argon for 5 minutes, treated with pent-4-yn-1-ol (236 mg, 2.8 mmol), stirred at 80° C. for 5 hours, poured into water and extracted with ethyl acetate. The organic extracts wer... Starting materials: C(CC(O)(C(=O)O)CC(=O)O)(=O)O (citric acid), BrC1=CC=C(C=C1)C(C\C(=N/O)\C=1C=CC(N(C1)C)=O)C1=C(C=C(C=C1)F)C ((E)-5-(3-(4-Bromophenyl)-3-(4-fluoro-2-methylphenyl)-1-(hydroxyimino)propyl)-1-methylpyridin-2(1H)-one), N1N=NN=C1C1=CC=C(C=C1)B(O)O (4-(1H-tetrazol-5-yl)phenylboronic acid), C([O-])([O-])=O.[Na+].[Na+] (sodium carbonate). The reagents and catalysts are C1=CC=C(C=C1)P([C-]2C=CC=C2)C3=CC=CC=C3.C1=CC=C(C=C1)P([C-]2C=CC=C2)C3=CC=CC=C3.Cl[Pd]Cl.[Fe+2].ClCCl ([1,1′-bis(diphenylphosphino)ferrocene]dichloropalladium dichloromethane). The solvent is C(C)(=O)OCC (ethyl acetate), O1CCOCC1 (dioxane), O (water). Run at temperature 80 celsius. Product: FC1=CC(=C(C=C1)C(C\C(=N/O)\C=1C=CC(N(C1)C)=O)C1=CC=C(C=C1)C1=CC=C(C=C1)C1=NN=NN1)C (5-{3-(4-Fluoro-2-methyl-phenyl)-1-[(E)-hydroxyimino]-3-[4′-(1H-tetrazol-5-yl)-biphenyl-4-yl]-propyl}-1-methyl-1H-pyridin-2-one). As a reaction SMILES: Br[C:2]1[CH:7]=[CH:6][C:5]([CH:8]([C:21]2[CH:26]=[CH:25][C:24]([F:27])=[CH:23][C:22]=2[CH3:28])[CH2:9]/[C:10](/[C:13]2[CH:14]=[CH:15][C:16](=[O:20])[N:17]([CH3:19])[CH:18]=2)=[N:11]\[OH:12])=[CH:4][CH:3]=1.[NH:29]1[C:33]([C:34]2[CH:39]=[CH:38][C:37](B(O)O)=[CH:36][CH:35]=2)=[N:32][N:31]=[N:30]1.C(=O)([O-])[O-].[Na+].[Na+].C(O)(=O)CC(CC(O)=O)(C(O)=O)O>O1CCOCC1.C1C=CC(P(C2C=CC=CC=2)[C-]2C=CC=C2)=CC=1.C1C=CC(P(C2C=CC=CC=2)[C-]2C=CC=C2)=CC=1.Cl[Pd]Cl.[Fe+2].ClCCl.C(OCC)(=O)C.O>[F:27][C:24]1[CH:25]=[CH:26][C:21]([CH:8]([C:5]2[CH:4]=[CH:3][C:2]([C:37]3[CH:36]=[CH:35][C:34]([C:33]4[NH:32][N:31]=[N:30][N:29]=4)=[CH:39][CH:38]=3)=[CH:7][CH:6]=2)[CH2:9]/[C:10](/[C:13]2[CH:14]=[CH:15][C:16](=[O:20])[N:17]([CH3:19])[CH:18]=2)=[N:11]\[OH:12])=[C:22]([CH3:28])[CH:23]=1 |f:2.3.4,7.8.9.10.11|. Procedure details: To a solution of (E)-5-(3-(4-bromophenyl)-3-(4-fluoro-2-methylphenyl)-1-(hydroxyimino)propyl)-1-methylpyridin-2(1H)-one (0.1 g, example 224) in dioxane (1 mL) was added [1,1′-bis(diphenylphosphino)ferrocene]dichloropalladium dichloromethane adduct (CAS RN: [95464-05-4]) (9.21 mg), 4-(1H-tetrazol-5-yl)phenylboronic acid (64.3 mg, CAS RN: [179942-55-3]), water (0.65 mL) and aqueous 2M sodium carbonate solution (338 μL) and the reaction mixture was heated for 23 hours at 80° C. The reaction mixture...